From a dataset of the Open Reaction Database (ORD), a public repository of structured organic reaction records. describe an organic reaction: reactants, conditions, products, and yield Reactants: IC (Iodomethane), BrC1=CC(=C(C=C1)O)I (4-bromo-2-iodophenol), C([O-])([O-])=O.[K+].[K+] (potassium carbonate). Solvent: CC(=O)C (acetone). Conditions: time 16 hour. Yields the product BrC1=CC(=C(C=C1)OC)I (4-Bromo-2-iodo-1-methoxybenzene). As a reaction SMILES: IC.[Br:3][C:4]1[CH:9]=[CH:8][C:7]([OH:10])=[C:6]([I:11])[CH:5]=1.[C:12](=O)([O-])[O-].[K+].[K+]>CC(C)=O>[Br:3][C:4]1[CH:9]=[CH:8][C:7]([O:10][CH3:12])=[C:6]([I:11])[CH:5]=1 |f:2.3.4|. Reported procedure: Iodomethane (103 μL, 1.65 mmol) was added to a solution of 4-bromo-2-iodophenol (450 mg, 1.51 mmol) and potassium carbonate (271 mg, 1.96 mmol) in acetone (10 mL). The resulting mixture was stirred at room temperature for 16 hours. The reactants are CC(C)(C)C(=O)Nc1cc(Cl)c(Br)cn1, CN1CCC(N)CC1, CN1CCCC1=O. Product: CN1CCC(Nc2cc(NC(=O)C(C)(C)C)ncc2Br)CC1. Reaction SMILES: [Br:1][c:2]1[c:3]([Cl:15])[cH:4][c:5]([NH:8][C:9]([C:10]([CH3:11])([CH3:12])[CH3:13])=[O:14])[n:6][cH:7]1.[CH3:16][N:17]1[CH2:18][CH2:19][CH:20]([NH2:23])[CH2:21][CH2:22]1.[CH3:24][N:25]1[CH2:26][CH2:27][CH2:28][C:29]1=[O:30]>>[Br:1][c:2]1[c:3]([NH:23][CH:20]2[CH2:19][CH2:18][N:17]([CH3:16])[CH2:22][CH2:21]2)[cH:4][c:5]([NH:8][C:9]([C:10]([CH3:11])([CH3:12])[CH3:13])=[O:14])[n:6][cH:7]1.